This data is from the Open Reaction Database (ORD), a public repository of structured organic reaction records. The task is: describe an organic reaction: reactants, conditions, products, and yield The reactants are C(C)(C)C1=C(C(C(=O)O)=CC(=C1)C(C)C)O (3,5-diisopropylsalicylic acid), ClCCl (dichloromethane), C(C(=O)Cl)(=O)Cl (oxalyl-chloride), CN(C)C=O (DMF). Yields the product C(C)(C)C1=C(C(C(=O)N)=CC(=C1)C(C)C)O (3,5-diisopropyl salicylamide). The yield is 40.0%. Reaction SMILES: [CH:1]([C:4]1[CH:12]=[C:11]([CH:13]([CH3:15])[CH3:14])[CH:10]=[C:6]([C:7](O)=[O:8])[C:5]=1[OH:16])([CH3:3])[CH3:2].ClCCl.C(Cl)(=O)C(Cl)=O.C[N:27](C=O)C>>[CH:1]([C:4]1[CH:12]=[C:11]([CH:13]([CH3:15])[CH3:14])[CH:10]=[C:6]([C:7]([NH2:27])=[O:8])[C:5]=1[OH:16])([CH3:3])[CH3:2]. Procedure: To a solution of 3,5-diisopropylsalicylic acid (Aldrich) (10 mmole, 2.2 g) and dichloromethane (20 mL), oxalyl-chloride (Merck) (11.0 mmole, 1.03 mL) and DMF (Aldrich) (80 μL) were added. The reaction mixture was refluxed for 1 hour, whereupon the solvent and the excess of oxalyl-chloride were removed under reduced pressure. The obtained oily product was dissolved in dichloromethane (50 mL) and ammonia gas was introduced into reaction mixture under cooling. The solution was diluted with water an... The reactants are C1(=CC=CC=C1)P(C1=CC=CC=C1)C1=CC=CC=C1 (triphenylphosphine), BrC1=C2CCC(C2=CC=C1)=O (4-bromo-1-indanone), FC(C1=CC=C(C=C1)B(O)O)(F)F (4-trifluoromethylphenylboronic acid), C([O-])([O-])=O.[Na+].[Na+] (sodium carbonate). The reagents and catalysts are C(C)(=O)[O-].[Pd+2].C(C)(=O)[O-] (palladium(II) acetate). Solvent: C1(=CC=CC=C1)C (toluene), O (water), C(C)O (ethanol). Product: FC(C1=CC=C(C=C1)C1=C2CCC(C2=CC=C1)=O)(F)F (4-(4-Trifluoromethylphenyl)-1-indanone). Reaction SMILES: Br[C:2]1[CH:10]=[CH:9][CH:8]=[C:7]2[C:3]=1[CH2:4][CH2:5][C:6]2=[O:11].[F:12][C:13]([F:24])([F:23])[C:14]1[CH:19]=[CH:18][C:17](B(O)O)=[CH:16][CH:15]=1.C(=O)([O-])[O-].[Na+].[Na+].C1(P(C2C=CC=CC=2)C2C=CC=CC=2)C=CC=CC=1>C1(C)C=CC=CC=1.C([O-])(=O)C.[Pd+2].C([O-])(=O)C.O.C(O)C>[F:12][C:13]([F:24])([F:23])[C:14]1[CH:19]=[CH:18][C:17]([C:2]2[CH:10]=[CH:9][CH:8]=[C:7]3[C:3]=2[CH2:4][CH2:5][C:6]3=[O:11])=[CH:16][CH:15]=1 |f:2.3.4,7.8.9|. Procedure: 6.33 g (0.03 mol) of 4-bromo-1-indanone and 5.7 g (0.03 mol) of 4-trifluoromethylphenylboronic acid are suspended with 6.36 g (0.06 mol) of sodium carbonate in a mixture of 100 ml of toluene with 20 ml of ethanol and 20 ml of water. Under an argon atmosphere, 320 mg (1.42 mmol) of palladium(II) acetate and 787 mg (3 mmol) of triphenylphosphine are added, and the mixture is boiled under reflux for 5 h. After the reaction is complete, the ethanol content is evaporated off in vacuo, 50 ml of 0.5 N ... The reactants are C(C1=CC=CC=C1)OC(=O)N1C(O[C@H]([C@@H]1CC(C)C)C=O)(C)C ((4S,5R)-3-benzyloxycarbonyl-2,2-dimethyl-5-formyl-4-isobutyloxazolidine), [Cl-].[Li+] (lithium chloride), Cl (hydrochloric acid), C(C)OP(=O)(OCC)C(C(=O)OCC)CC (ethyl 2-diethylphosphonobutanoate), 1,8-diazabicyclo{5,4,0]-7-undecene. Solvent: C1CCOC1 (THF), C1CCOC1 (THF), C1CCOC1 (THF), C1CCOC1 (THF). Yields the product C(C1=CC=CC=C1)OC(=O)N1C(O[C@H]([C@@H]1CC(C)C)C=C(C(=O)OCC)CC)(C)C (ethyl 3-[(4S,5S)-3-benzyloxycarbonyl-2,2-dimethyl-4-isobutyloxazolidin-5-yl]-2-ethyl-2-propenoate). The yield is 88.1%. As a reaction SMILES: [Cl-].[Li+].C(OP([CH:11]([CH2:17][CH3:18])[C:12]([O:14][CH2:15][CH3:16])=[O:13])(OCC)=O)C.[CH2:19]([O:26][C:27]([N:29]1[C@@H:33]([CH2:34][CH:35]([CH3:37])[CH3:36])[C@H:32]([CH:38]=O)[O:31][C:30]1([CH3:41])[CH3:40])=[O:28])[C:20]1[CH:25]=[CH:24][CH:23]=[CH:22][CH:21]=1.Cl>C1COCC1>[CH2:19]([O:26][C:27]([N:29]1[C@@H:33]([CH2:34][CH:35]([CH3:36])[CH3:37])[C@H:32]([CH:38]=[C:11]([CH2:17][CH3:18])[C:12]([O:14][CH2:15][CH3:16])=[O:13])[O:31][C:30]1([CH3:40])[CH3:41])=[O:28])[C:20]1[CH:21]=[CH:22][CH:23]=[CH:24][CH:25]=1 |f:0.1|. Reported procedure: 71.6 mg of lithium chloride was suspended in 5 ml of dry THF under an argon atmosphere, and 426 mg of ethyl 2-diethylphosphonobutanoate dissolved in 0.6 ml of dry THF was added thereto under stirring. The mixture was stirred at room temperature for 5 minutes, and then 323 mg of 1,8-diazabicyclo{5,4,0]-7-undecene (hereinafter referred to simply as DBU) was added thereto in the form of a 50° dry THF solution, and the mixture was stirred at room temperature for 10 minutes. Then, 450 mg of (4S,5R)-3... The reactants are S(O)(O)(=O)=O (sulfuric acid), O1CCOCC1 (1,4-dioxane), C(C)(C)(C)OC(=O)N1CCC(CC1)CNC1=CC(=NC=2N1N=CC2Br)C2=C(C=CC=C2)Cl (4-{[3-bromo-5-(2-chlorophenyl)pyrazolo[1,5-a]pyrimidin-7-ylamino]methyl}piperidine-1-carboxylic acid tert-butyl ester). The solvent is CO (methanol). Run at temperature 25 celsius, time 0.5 hour. Product: BrC=1C=NN2C1N=C(C=C2N(C)C2CCNCC2)C2=C(C=CC=C2)Cl ([3-bromo-5-(2-chlorophenyl)pyrazolo[1,5-a]pyrimidin-7-yl]piperidin-4-yl methylamine). Yield: 88.0%. As a reaction SMILES: C(OC(N1CCC([CH2:14][NH:15][C:16]2[N:21]3[N:22]=[CH:23][C:24]([Br:25])=[C:20]3[N:19]=[C:18]([C:26]3[CH:31]=[CH:30][CH:29]=[CH:28][C:27]=3[Cl:32])[CH:17]=2)CC1)=O)(C)(C)C.S(=O)(=O)(O)O.O1[CH2:43][CH2:42]OCC1>CO>[Br:25][C:24]1[CH:23]=[N:22][N:21]2[C:16]([N:15]([CH:43]3[CH2:42][CH2:14][NH:15][CH2:16][CH2:17]3)[CH3:14])=[CH:17][C:18]([C:26]3[CH:31]=[CH:30][CH:29]=[CH:28][C:27]=3[Cl:32])=[N:19][C:20]=12. Procedure: 4-{[3-Bromo-5-(2-chlorophenyl)pyrazolo[1,5-a]pyrimidin-7-ylamino]methyl}piperidine-1-carboxylic acid tert-butyl ester (441 mg, 0.847 mmoles) (prepared as described in Example 460, Step A above) was dissolved in methanol (4.5 mL) and 10% (v/v) conc. sulfuric acid in 1,4-dioxane (11.46 mL) was added. The mixture was stirred at 25° C. for 0.5 h. The product was worked up as described in Preparative Example 241, step B and chromatographed on a silica gel column (15×5 cm) using 8% (10% conc. ammonium... Starting materials: C(C)(C)(C)C1=NC(=CC(=N1)N1CCN(CC1)CCCCl)C1CCC1 (2-tert-Butyl-4-[4-(3-chloro-propyl)-piperazin-1-yl]-6-cyclobutyl-pyrimidine), CN1C(=NN=C1)S (4-methyl-3-mercapto-1,2,4-triazole), [OH-].[Li+] (lithium hydroxide), [I-].[K+] (potassium iodide). Solvent: CN(C=O)C (dimethylformamide). Reaction conditions: time 14 hour. Product: C(C)(C)(C)C1=NC(=CC(=N1)N1CCN(CC1)CCCSC1=NN=CN1C)C1CCC1 (2-tert-Butyl-4-{4-[3-(4-methyl-4H-[1,2,4]triazol-3-ylsulfanyl)-propyl]-piperazin-1-yl}-6-cyclobutylpyrimidine). Isolated yield 47.0%. RXN SMILES: [C:1]([C:5]1[N:10]=[C:9]([N:11]2[CH2:16][CH2:15][N:14]([CH2:17][CH2:18][CH2:19]Cl)[CH2:13][CH2:12]2)[CH:8]=[C:7]([CH:21]2[CH2:24][CH2:23][CH2:22]2)[N:6]=1)([CH3:4])([CH3:3])[CH3:2].[CH3:25][N:26]1[CH:30]=[N:29][N:28]=[C:27]1[SH:31].[OH-].[Li+].[I-].[K+]>CN(C)C=O>[C:1]([C:5]1[N:10]=[C:9]([N:11]2[CH2:16][CH2:15][N:14]([CH2:17][CH2:18][CH2:19][S:31][C:27]3[N:26]([CH3:25])[CH:30]=[N:29][N:28]=3)[CH2:13][CH2:12]2)[CH:8]=[C:7]([CH:21]2[CH2:24][CH2:23][CH2:22]2)[N:6]=1)([CH3:4])([CH3:3])[CH3:2] |f:2.3,4.5|. Procedure: 0.8 g of 2-tert-Butyl-4-[4-(3-chloro-propyl)-piperazin-1-yl]-6-cyclobutyl-pyrimidine (2.28 mmol), 0.29 g of 4-methyl-3-mercapto-1,2,4-triazole (2.52 mmol), 0.15 g of lithium hydroxide and a tip of a spatula of potassium iodide were dissolved in 20 ml of dimethylformamide. The mixture was stirred for 14 h at room temperature and then extracted with water and ethyl acetate. The organic layer was dried over magnesium sulfate, filtered, and evaporated to dryness. The residue was then purified by col...